From a dataset of the Open Reaction Database (ORD), a public repository of structured organic reaction records. describe an organic reaction: reactants, conditions, products, and yield Reactants: C(C1=CC=CC=C1)OC1=C(C=C(C=C1)CC(C)NC(C(=CO)C1=CC=C(C=C1)C)=O)OC (N-[2-(4-benzyloxy-3-methoxyphenyl)-1-methylethyl]-3-hydroxy-2-(4-methylphenyl)acrylamide), [OH-].[K+] (potassium hydroxide), hydrochrolic acid, ClC(F)F (chlorodifluoromethane). The reagents and catalysts are [Br-].C(CCC)[N+](CCCC)(CCCC)CCCC (tetrabutylammonium bromide). Run in COCCOC (ethylene glycol dimethyl ether). Yields the product C(C1=CC=CC=C1)OC1=C(C=C(C=C1)CC(C)NC(C(=COC(F)F)C1=CC=C(C=C1)C)=O)OC (N-[2-(4-benzyloxy-3-methoxyphenyl)-1-methylethyl]-3-difluoromethoxy-2-(4-methylphenyl)acrylamide). Reaction SMILES: [CH2:1]([O:8][C:9]1[CH:14]=[CH:13][C:12]([CH2:15][CH:16]([NH:18][C:19](=[O:30])[C:20]([C:23]2[CH:28]=[CH:27][C:26]([CH3:29])=[CH:25][CH:24]=2)=[CH:21][OH:22])[CH3:17])=[CH:11][C:10]=1[O:31][CH3:32])[C:2]1[CH:7]=[CH:6][CH:5]=[CH:4][CH:3]=1.[OH-].[K+].Cl[CH:36]([F:38])[F:37]>[Br-].C([N+](CCCC)(CCCC)CCCC)CCC.COCCOC>[CH2:1]([O:8][C:9]1[CH:14]=[CH:13][C:12]([CH2:15][CH:16]([NH:18][C:19](=[O:30])[C:20]([C:23]2[CH:28]=[CH:27][C:26]([CH3:29])=[CH:25][CH:24]=2)=[CH:21][O:22][CH:36]([F:38])[F:37])[CH3:17])=[CH:11][C:10]=1[O:31][CH3:32])[C:2]1[CH:3]=[CH:4][CH:5]=[CH:6][CH:7]=1 |f:1.2,4.5|. Procedure details: 1.90 g (4.41 mmol) of N-[2-(4-benzyloxy-3-methoxyphenyl)-1-methylethyl]-3-hydroxy-2-(4-methylphenyl)acrylamide, 0.99 g (17.6 mmol) of 10% aqueous potassium hydroxide solution, 716 mg (2.20 mmol) of tetrabutylammonium bromide and 20 ml of ethylene glycol dimethyl ether were mixed and chlorodifluoromethane gas was blown thereto at room temperature to 50° C. After a sample was taken out from the reaction mixture and the disappearance of the starting material was confirmed by thin layer chromatograp... Reactants: CC1(CC(CC1)C(C)C)C(=O)Cl (1-methyl-3-isopropylcyclopentanecarbonyl chloride), C1(CCCCC1)C(=O)Cl (cyclohexanecarbonyl chloride), C(C)(C)(C)NCC(=O)C1=C(C=C(C=C1)OC(=O)C1(CC(CC1)C(C)C)C)OC(=O)C1(CC(CC1)C(C)C)C (2,4-bis(1-methyl-3-isopropylcyclopentanecarbonyloxy)phenyl tert-butylaminomethyl ketone). The product is CC1(CC(CC1)C(C)C)C(=O)OC=1C=C(C(CNC(C)(C)C)O)C=CC1OC(=O)C1(CC(CC1)C(C)C)C (3,4-bis(1-methyl-3-isopropylcyclopentanecarbonyloxy)-alpha-(tert-butylaminomethyl)benzyl alcohol). RXN SMILES: [CH3:1][C:2]1([C:10](Cl)=[O:11])[CH2:6][CH2:5][CH:4]([CH:7]([CH3:9])[CH3:8])[CH2:3]1.C1(C(Cl)=[O:20])CCCCC1.[C:22]([NH:26][CH2:27][C:28]([C:30]1[CH:35]=[CH:34][C:33]([O:36][C:37]([C:39]2([CH3:47])[CH2:43][CH2:42][CH:41]([CH:44]([CH3:46])[CH3:45])[CH2:40]2)=[O:38])=[CH:32][C:31]=1OC(C1(C)CCC(C(C)C)C1)=O)=[O:29])([CH3:25])([CH3:24])[CH3:23]>>[CH3:1][C:2]1([C:10]([O:11][C:34]2[CH:35]=[C:30]([CH:31]=[CH:32][C:33]=2[O:36][C:37]([C:39]2([CH3:47])[CH2:43][CH2:42][CH:41]([CH:44]([CH3:45])[CH3:46])[CH2:40]2)=[O:38])[CH:28]([OH:29])[CH2:27][NH:26][C:22]([CH3:25])([CH3:24])[CH3:23])=[O:20])[CH2:6][CH2:5][CH:4]([CH:7]([CH3:9])[CH3:8])[CH2:3]1. Reported procedure: When 1-methyl-3-isopropylcyclopentanecarbonyl chloride is substituted for the cyclohexanecarbonyl chloride in the procedure described in Example 15A above, the acylation product obtained is 2,4-bis(1-methyl-3-isopropylcyclopentanecarbonyloxy)phenyl tert-butylaminomethyl ketone; and when this product is catalytically hydrogenated using the procedure described in Example 15B above, there is obtained 3,4-bis(1-methyl-3-isopropylcyclopentanecarbonyloxy)-alpha-(tert-butylaminomethyl)benzyl alcohol.